This data is from the Open Reaction Database (ORD), a public repository of structured organic reaction records. The task is: describe an organic reaction: reactants, conditions, products, and yield The product is Cl.CC=1C(=NC(=NC1C)N1C(C2=C(CC1)C=CS2)C)N(C)C2=CC=CC=C2 (5,6-dimethyl-4-(N-methylphenylamino)-2-(7-methyl-4,5,6,7-tetrahydrothieno[2,3-c]pyridin-6-yl)pyrimidine hydrochloride). Solvent: CN(C=O)C (dimethylformamide). Procedure details: After N-methylaniline(0.5 ml, 4 mmol) was added to a mixture solution of 5,6-dimethyl-2-(7-methyl-4,5,6,7-tetrahydrothieno[2,3-c]pyridin-6-yl)-4-chloropyrimidine(0.64 g, 2 mmol) and dimethylformamide(10 ml), 0.16 g of the titled compound was obtained in accordance with the same procedure as in Step 4 of Example 57. Isolated yield 20.0%. Reactants: CNC1=CC=CC=C1 (N-methylaniline), CC=1C(=NC(=NC1C)N1C(C2=C(CC1)C=CS2)C)Cl (5,6-dimethyl-2-(7-methyl-4,5,6,7-tetrahydrothieno[2,3-c]pyridin-6-yl)-4-chloropyrimidine). Reaction SMILES: [CH3:1][NH:2][C:3]1[CH:8]=[CH:7][CH:6]=[CH:5][CH:4]=1.[CH3:9][C:10]1[C:11]([Cl:27])=[N:12][C:13]([N:17]2[CH2:22][CH2:21][C:20]3[CH:23]=[CH:24][S:25][C:19]=3[CH:18]2[CH3:26])=[N:14][C:15]=1[CH3:16]>CN(C)C=O>[ClH:27].[CH3:9][C:10]1[C:11]([N:2]([C:3]2[CH:8]=[CH:7][CH:6]=[CH:5][CH:4]=2)[CH3:1])=[N:12][C:13]([N:17]2[CH2:22][CH2:21][C:20]3[CH:23]=[CH:24][S:25][C:19]=3[CH:18]2[CH3:26])=[N:14][C:15]=1[CH3:16] |f:3.4|. Starting materials: C(C1=CC=CC=C1)SC1=CC(=C(C=C1)NC1=CC(=C(C=C1OC)C1=CC(=C(C=C1)Cl)C)F)[N+](=O)[O-] (N-(4-(benzylthio)-2-nitrophenyl)-4′-chloro-2-fluoro-5-methoxy-3′-methyl-[1,1′-biphenyl]-4-amine), C(C)(=O)O (acetic acid). Reagents/catalysts: [Zn] (zinc). Run at temperature 70 celsius, time 60 minute. Yields the product C(C1=CC=CC=C1)SC=1C=C(C(=CC1)NC1=CC(=C(C=C1OC)C1=CC(=C(C=C1)Cl)C)F)N (4-(benzylthio)-N-(4′-chloro-2-fluoro-5-methoxy-3′-methyl-[1,1′-biphenyl]-4-yl)benzene-1,2-diamine). Isolated yield 77.5%. Reaction SMILES: [CH2:1]([S:8][C:9]1[CH:14]=[CH:13][C:12]([NH:15][C:16]2[C:21]([O:22][CH3:23])=[CH:20][C:19]([C:24]3[CH:29]=[CH:28][C:27]([Cl:30])=[C:26]([CH3:31])[CH:25]=3)=[C:18]([F:32])[CH:17]=2)=[C:11]([N+:33]([O-])=O)[CH:10]=1)[C:2]1[CH:7]=[CH:6][CH:5]=[CH:4][CH:3]=1.C(O)(=O)C>[Zn]>[CH2:1]([S:8][C:9]1[CH:10]=[C:11]([NH2:33])[C:12]([NH:15][C:16]2[C:21]([O:22][CH3:23])=[CH:20][C:19]([C:24]3[CH:29]=[CH:28][C:27]([Cl:30])=[C:26]([CH3:31])[CH:25]=3)=[C:18]([F:32])[CH:17]=2)=[CH:13][CH:14]=1)[C:2]1[CH:7]=[CH:6][CH:5]=[CH:4][CH:3]=1. Procedure details: To a vial was added N-(4-(benzylthio)-2-nitrophenyl)-4′-chloro-2-fluoro-5-methoxy-3′-methyl-[1,1′-biphenyl]-4-amine (2.56 g, 5.03 mmol), acetic acid (25.9 mL, 453 mmol) and zinc powder (0.463 mL, 50.3 mmol). The cloudy maroon reaction mixture was capped and stirred for 60 min at 70° C. The reaction mixture was filtered through Celite and washed with MeOH. The residual filtrate was concentrated in vacuo, then partitioned between EtOAc (2×300 ml) and saturated aqueous NaHCO3 (350 ml). The combined...